From a dataset of the Open Reaction Database (ORD), a public repository of structured organic reaction records. describe an organic reaction: reactants, conditions, products, and yield Starting materials: CI (methyl iodide), crude product, aqueous solution, [H-].[Na+] (Sodium hydride), ethyl, FC(/C=C/C(=O)[O-])(F)F (trifluorocrotonate), CC1=CC=C(C=C1)S(=O)(=O)C[N+]#[C-] (TOSMIC). Solvent: C(C)O (ethanol), [OH-].[Na+] (sodium hydroxide), CS(=O)C (DMSO), C(C)OCC (diethylether), CS(=O)C (DMSO). Yields the product CN1C=C(C(=C1)C(F)(F)F)C(=O)O (1-methyl4-trifluoromethylpyrrole-3-carboxylic acid). RXN SMILES: [H-].[Na+].[F:3][C:4]([F:11])([F:10])/[CH:5]=[CH:6]/[C:7]([O-:9])=[O:8].CC1C=CC(S([CH2:22][N+:23]#[C-:24])(=O)=O)=CC=1.[CH3:25]I>CS(C)=O.C(OCC)C.C(O)C.[OH-].[Na+]>[CH3:22][N:23]1[CH:24]=[C:5]([C:4]([F:11])([F:10])[F:3])[C:6]([C:7]([OH:9])=[O:8])=[CH:25]1 |f:0.1,8.9|. Procedure: Sodium hydride (8.0 g of a 75% dispersion in oil) is suspended at +5° C. in a mixture of DMSO (300 ml) and diethylether (100 ml). A solution of ethyl 4,4, trifluorocrotonate (20 g) and TOSMIC (23 g) in DMSO (100 ml) is added through a dropping funnel at such a rate that the temperature does not exceed 10° C. After stirring the reaction mixture for an additional hour at room temperature methyl iodide (15.8 ml) is added with cooling. After 2 hours at room temperature the reaction mixture is poured...